From a dataset of the Open Reaction Database (ORD), a public repository of structured organic reaction records. describe an organic reaction: reactants, conditions, products, and yield Product: Nc1ccc(OCc2ccccc2)c(F)c1. Reactants: O=[N+]([O-])c1ccc(OCc2ccccc2)c(F)c1, Cc1ccccc1, O=C[O-], [Fe], [NH4+], O. RXN SMILES: [CH2:5]([c:6]1[cH:7][cH:8][cH:9][cH:10][cH:11]1)[O:12][c:13]1[c:14]([F:22])[cH:15][c:16]([N+:19]([O-:20])=[O:21])[cH:17][cH:18]1.[CH3:23][c:24]1[cH:25][cH:26][cH:27][cH:28][cH:29]1.[CH:1]([O-:2])=[O:3].[Fe:30].[NH4+:4].[OH2:31]>>[CH2:5]([c:6]1[cH:7][cH:8][cH:9][cH:10][cH:11]1)[O:12][c:13]1[c:14]([F:22])[cH:15][c:16]([NH2:19])[cH:17][cH:18]1.